This data is from the Open Reaction Database (ORD), a public repository of structured organic reaction records. The task is: describe an organic reaction: reactants, conditions, products, and yield Yield: 81.1%. The product is [Si](C)(C)(C(C)(C)C)O[C@H]1C[C@@H](O[C@@H]1CO[Si](C)(C)C(C)(C)C)N1C=NC=2C(OC(N(C3=CC=CC=C3)C3=CC=CC=C3)=O)=NC(NC(NC)=S)=NC12 (3′,5′-bis-O-(tert-butyldimethylsilyl)-6-O-diphenylcarbamoyl-2-N-methylthiocarbamoyldeoxyguanosine). Starting materials: O.C([O-])(O)=O.[Na+] (sodium bicarbonate water), [Si](C)(C)(C(C)(C)C)O[C@H]1C[C@@H](O[C@@H]1CO[Si](C)(C)C(C)(C)C)N1C=NC=2C(=O)NC(NC(NC)=S)=NC12 (3′,5′-bis-O-(tert-butyldimethylsilyl)-2-N-methylthiocarbamoyldeoxyguanosine), C(C)(C)N(CC)C(C)C (diisopropylethylamine), C1(=CC=CC=C1)N(C(=O)Cl)C1=CC=CC=C1 (diphenylcarbamoyl chloride). Solvent: N1=CC=CC=C1 (pyridine), N1=CC=CC=C1 (pyridine). Reported procedure: The above-obtained 3′,5′-bis-O-(tert-butyldimethylsilyl)-2-N-methylthiocarbamoyldeoxyguanosine (1.0 g, 1.76 mmol) was azeotroped with anhydrous pyridine three times and dissolved in anhydrous pyridine (17 mL). To the resulting solution, diisopropylethylamine (511 μL, 3.16 mmol) and then diphenylcarbamoyl chloride (489 mg, 2.11 mmol) were added. The mixture was stirred at room temperature for 0.5 hours, and then sodium bicarbonate water (5 mL) was added thereto to terminate the reaction. Then, th... RXN SMILES: [Si:1]([O:8][C@@H:9]1[C@@H:13]([CH2:14][O:15][Si:16]([C:19]([CH3:22])([CH3:21])[CH3:20])([CH3:18])[CH3:17])[O:12][C@@H:11]([N:23]2[C:37]3[N:36]=[C:30]([NH:31][C:32](=[S:35])[NH:33][CH3:34])[NH:29][C:27](=[O:28])[C:26]=3[N:25]=[CH:24]2)[CH2:10]1)([C:4]([CH3:7])([CH3:6])[CH3:5])([CH3:3])[CH3:2].C(N(C(C)C)CC)(C)C.[C:47]1([N:53]([C:57]2[CH:62]=[CH:61][CH:60]=[CH:59][CH:58]=2)[C:54](Cl)=[O:55])[CH:52]=[CH:51][CH:50]=[CH:49][CH:48]=1.O.C(=O)(O)[O-].[Na+]>N1C=CC=CC=1>[Si:1]([O:8][C@@H:9]1[C@@H:13]([CH2:14][O:15][Si:16]([C:19]([CH3:20])([CH3:21])[CH3:22])([CH3:17])[CH3:18])[O:12][C@@H:11]([N:23]2[C:37]3[N:36]=[C:30]([NH:31][C:32](=[S:35])[NH:33][CH3:34])[N:29]=[C:27]([O:28][C:54](=[O:55])[N:53]([C:57]4[CH:58]=[CH:59][CH:60]=[CH:61][CH:62]=4)[C:47]4[CH:52]=[CH:51][CH:50]=[CH:49][CH:48]=4)[C:26]=3[N:25]=[CH:24]2)[CH2:10]1)([C:4]([CH3:6])([CH3:7])[CH3:5])([CH3:2])[CH3:3] |f:3.4.5|. Run at time 0.5 hour.